This data is from the Open Reaction Database (ORD), a public repository of structured organic reaction records. The task is: describe an organic reaction: reactants, conditions, products, and yield Starting materials: C[O-], CO, Cc1ccc2c(Cl)nccc2c1[N+](=O)[O-], [Na+]. The product is COc1nccc2c([N+](=O)[O-])c(C)ccc12. As a reaction SMILES: [CH3:16][O-:17].[CH3:19][OH:20].[Cl:1][c:2]1[n:3][cH:4][cH:5][c:6]2[c:7]([N+:13](=[O:14])[O-:15])[c:8]([CH3:12])[cH:9][cH:10][c:11]12.[Na+:18]>>[c:2]1([O:17][CH3:16])[n:3][cH:4][cH:5][c:6]2[c:7]([N+:13](=[O:14])[O-:15])[c:8]([CH3:12])[cH:9][cH:10][c:11]12. Reactants: CN(C)C=O, [H-], CI, [Na+], O, CCOC(=O)c1cc(O)cc(C(=O)OCC)n1. Product: CCOC(=O)c1cc(OC)cc(C(=O)OCC)n1. As a reaction SMILES: [CH3:23][N:24]([CH3:25])[CH:26]=[O:27].[H-:1].[I:20][CH3:21].[Na+:2].[OH2:22].[OH:3][c:4]1[cH:5][c:6]([C:15](=[O:16])[O:17][CH2:18][CH3:19])[n:7][c:8]([C:10](=[O:11])[O:12][CH2:13][CH3:14])[cH:9]1>>[O:3]([c:4]1[cH:5][c:6]([C:15](=[O:16])[O:17][CH2:18][CH3:19])[n:7][c:8]([C:10](=[O:11])[O:12][CH2:13][CH3:14])[cH:9]1)[CH3:21].